This data is from the Open Reaction Database (ORD), a public repository of structured organic reaction records. The task is: describe an organic reaction: reactants, conditions, products, and yield The reactants are CCOCC, C=[N+]=[N-], CC(C)NCC1(O)COc2ccc(O)cc2OC1. Yields the product COc1ccc2c(c1)OCC(O)(CNC(C)C)CO2. RXN SMILES: [CH3:22][CH2:23][O:24][CH2:25][CH3:26].[N+:19](=[N-:20])=[CH2:21].[OH:1][C:2]1([CH2:14][NH:15][CH:16]([CH3:17])[CH3:18])[CH2:3][O:4][c:5]2[c:6]([cH:9][cH:10][c:11]([OH:13])[cH:12]2)[O:7][CH2:8]1>>[OH:1][C:2]1([CH2:14][NH:15][CH:16]([CH3:17])[CH3:18])[CH2:3][O:4][c:5]2[c:6]([cH:9][cH:10][c:11]([O:13][CH3:21])[cH:12]2)[O:7][CH2:8]1. Starting materials: N1=CC=CC=C1 (pyridine), CC(C)(C)OC(N[C@@H]1[C@@H](N(C1=O)C1=CC=C(C=C1)OC)CON1C(C2=CC=CC=C2C1=O)=O)=O ([cis-2-[[(1,3-dihydro-1,3-dioxo-2H-isoindol-2-yl)oxy]methyl]-1-(4-methoxyphenyl)-4-oxo-3-azetidinyl]carbamic acid 1,1-dimethylethyl ester), C(C)(=O)Cl (acetyl chloride). Solvent: C(Cl)Cl.CN(C)C=O (CH2Cl2 DMF). Run at time 15 minute. The product is CC(C)(C)OC(N[C@@H]1[C@@H](NC1=O)CONC(C)=O)=O ([cis-2-[[(acetylamino)oxy]methyl]-4-oxo-3-azetidinyl]carbamic acid 1,1-dimethylethyl ester). The yield is 88.4%. RXN SMILES: [CH3:1][C:2]([O:5][C:6](=[O:34])[NH:7][C@H:8]1[C:11](=[O:12])[N:10](C2C=CC(OC)=CC=2)[C@H:9]1[CH2:21][O:22][N:23]1C(=O)C2[C:25](=CC=CC=2)[C:24]1=[O:33])([CH3:4])[CH3:3].N1C=CC=CC=1.C(Cl)(=O)C>C(Cl)Cl.CN(C=O)C>[CH3:4][C:2]([O:5][C:6](=[O:34])[NH:7][C@H:8]1[C:11](=[O:12])[NH:10][C@H:9]1[CH2:21][O:22][NH:23][C:24](=[O:33])[CH3:25])([CH3:1])[CH3:3] |f:3.4|. Procedure: To the oxyamine produced in Example 1 (400 mg, 1.73 mmol) dissolved in a solution of CH2Cl2 -DMF (1:1) at 0° C. was added pyridine (1.1 eq.) followed by acetyl chloride (1.1 eq.). The reaction was allowed to stir for 15 minutes followed by removal of the solvents under reduced pressure. The residue obtained was purified by flash chromatography (5% CH3OH in CH2Cl2 to 10% CH3OH in CH2Cl2) to afford [cis-2-[[(acetylamino)oxy]methyl]-4-oxo-3-azetidinyl]carbamic acid 1,1-dimethylethyl ester (418 mg, ... The reactants are Cl, C1COCCO1, O, COC(=O)C1CCC2C3CCC4CC(O)C(O)CC4(C)C3C(NCCC(C)C)CC12C. Product: Cl, CC(C)CCNC1CC2(C)C(C(=O)O)CCC2C2CCC3CC(O)C(O)CC3(C)C12. As a reaction SMILES: [ClH:32].[O:33]1[CH2:34][CH2:35][O:36][CH2:37][CH2:38]1.[OH2:39].[OH:1][CH:2]1[CH:3]([OH:31])[CH2:4][CH:5]2[CH2:6][CH2:7][CH:8]3[CH:9]4[CH2:10][CH2:11][CH:12]([C:27](=[O:28])[O:29][CH3:30])[C:13]4([CH3:14])[CH2:15][CH:16]([NH:21][CH2:22][CH2:23][CH:24]([CH3:25])[CH3:26])[CH:17]3[C:18]2([CH3:20])[CH2:19]1>>[ClH:32].[OH:1][CH:2]1[CH:3]([OH:31])[CH2:4][CH:5]2[CH2:6][CH2:7][CH:8]3[CH:9]4[CH2:10][CH2:11][CH:12]([C:27](=[O:28])[OH:29])[C:13]4([CH3:14])[CH2:15][CH:16]([NH:21][CH2:22][CH2:23][CH:24]([CH3:25])[CH3:26])[CH:17]3[C:18]2([CH3:20])[CH2:19]1. Starting materials: O=CC(=O)O, O=C1CCCc2c(F)cccc21, O, O, O=P(O)(O)O. Product: O=C(O)C=C1CCc2c(F)cccc2C1=O. Reaction SMILES: [C:14]([CH:15]=[O:16])(=[O:17])[OH:18].[F:1][c:2]1[c:3]2[c:8]([cH:9][cH:10][cH:11]1)[C:7](=[O:12])[CH2:6][CH2:5][CH2:4]2.[OH2:13].[OH2:24].[P:19](=[O:20])([OH:21])([OH:22])[OH:23]>>[F:1][c:2]1[c:3]2[c:8]([cH:9][cH:10][cH:11]1)[C:7](=[O:12])[C:6](=[CH:15][C:14](=[O:17])[OH:18])[CH2:5][CH2:4]2. The reactants are CCOC(C)=O, Cl, CC(C)(C)OC(=O)N1CCN(CCCN2CCOCC2)C(=O)C1. Product: Cl, O=C1CNCCN1CCCN1CCOCC1. RXN SMILES: [CH3:25][CH2:26][O:27][C:28](=[O:29])[CH3:30].[ClH:24].[O:1]1[CH2:2][CH2:3][N:4]([CH2:7][CH2:8][CH2:9][N:10]2[C:11](=[O:23])[CH2:12][N:13]([C:16]([O:17][C:18]([CH3:19])([CH3:20])[CH3:21])=[O:22])[CH2:14][CH2:15]2)[CH2:5][CH2:6]1>>[ClH:24].[O:1]1[CH2:2][CH2:3][N:4]([CH2:7][CH2:8][CH2:9][N:10]2[C:11](=[O:23])[CH2:12][NH:13][CH2:14][CH2:15]2)[CH2:5][CH2:6]1. Starting materials: O1CCCC1 (THF), [Li] (lithium), 1,1'-dinaphthalene, O1CCCC1 (tetrahydrofurane), [Li] (lithium), solid, 4,4',5,5'-tetramethyl 1,1'-dinaphthalene, O=O (oxygen). Reaction conditions: time 5 hour. Yields the product CC=1C=CC=2C=3C=CC(=C4C(=CC=C(C5=CC=C(C1C52)C)C43)C)C (3,4,9,10-tetramethyl perylene). Reaction SMILES: [Li].O=O.O1[CH2:8][CH2:7][CH2:6][CH2:5]1>>[CH3:5][C:6]1[CH:5]=[CH:6][C:7]2[C:8]3[CH:8]=[CH:7][C:6]([CH3:5])=[C:7]4[C:8]=3[C:7]([C:8]3[C:8]=2[C:7]=1[C:6]([CH3:5])=[CH:7][CH:8]=3)=[CH:6][CH:5]=[C:6]4[CH3:5] |^1:0|. Procedure details: The synthesis is then continued in accordance with the general reaction scheme described above, using the chemical reaction illustrated in FIG. 1. A suspension of lithium powder is prepared in an inert solvent, for example in tetrahydrofurane (THF). The proportion may be the following: 1.5 g, i.e. 220 millimoles, of lithium per 170 ml of THF. Argon can be used as the neutral atmosphere in the refluxing apparatus. 3 millimoles of solid 4,4',5,5'-tetramethyl 1,1'-dinaphthalene are then added. The ...